From a dataset of the Open Reaction Database (ORD), a public repository of structured organic reaction records. describe an organic reaction: reactants, conditions, products, and yield The reactants are CC(C)(C)OC(=O)N1CCSC1C(=O)O, CC1CC(=O)NN=C1c1ccc(N)cc1, C1CCOC1. Product: CC1CC(=O)NN=C1c1ccc(NC(=O)C2SCCN2C(=O)OC(C)(C)C)cc1. RXN SMILES: [C:1]([CH3:2])([CH3:3])([CH3:4])[O:5][C:6](=[O:7])[N:8]1[CH:9]([C:13](=[O:14])[OH:15])[S:10][CH2:11][CH2:12]1.[NH2:16][c:17]1[cH:18][cH:19][c:20]([C:23]2=[N:28][NH:27][C:26](=[O:29])[CH2:25][CH:24]2[CH3:30])[cH:21][cH:22]1.[O:31]1[CH2:32][CH2:33][CH2:34][CH2:35]1>>[C:1]([CH3:2])([CH3:3])([CH3:4])[O:5][C:6](=[O:7])[N:8]1[CH:9]([C:13](=[O:15])[NH:16][c:17]2[cH:18][cH:19][c:20]([C:23]3=[N:28][NH:27][C:26](=[O:29])[CH2:25][CH:24]3[CH3:30])[cH:21][cH:22]2)[S:10][CH2:11][CH2:12]1. Starting materials: NC=1NC2=C(N1)C=C(C(=C2)C)C (2-amino-5,6-dimethylbenzimidazole), ClCOC1=CC(=CC(=C1)Br)Br (3,5-dibromophenyl chloromethyl ether). Product: [Cl-].NC1=[N+](C2=C(N1COC1=CC(=CC(=C1)Br)Br)C=C(C(=C2)C)C)COC2=CC(=CC(=C2)Br)Br (2-Amino-5,6-dimethyl-1,3-bis[(3,5-dibromophenoxy)methyl]-1H-benzimidazol-3-ium chloride). RXN SMILES: [NH2:1][C:2]1[NH:3][C:4]2[CH:10]=[C:9]([CH3:11])[C:8]([CH3:12])=[CH:7][C:5]=2[N:6]=1.[Cl:13][CH2:14][O:15][C:16]1[CH:21]=[C:20]([Br:22])[CH:19]=[C:18]([Br:23])[CH:17]=1>>[Cl-:13].[NH2:1][C:2]1[N:3]([CH2:14][O:15][C:16]2[CH:21]=[C:20]([Br:22])[CH:19]=[C:18]([Br:23])[CH:17]=2)[C:4]2[CH:10]=[C:9]([CH3:11])[C:8]([CH3:12])=[CH:7][C:5]=2[N+:6]=1[CH2:14][O:15][C:16]1[CH:21]=[C:20]([Br:22])[CH:19]=[C:18]([Br:23])[CH:17]=1 |f:2.3|. Reported procedure: Following the procedure of Example 2 and replacing 2-aminobenzimidazole with 2-amino-5,6-dimethylbenzimidazole and replacing 2-bromo-4-chlorophenyl chloromethyl ether with 3,5-dibromophenyl chloromethyl ether, the title compound is obtained. Starting materials: C(=O)([O-])[O-].[Na+].[Na+] (Na2CO3), B(F)(F)F.CCOCC (BF3 Et2O), C(C)[SiH](CC)CC (triethylsilane), C(C)OC(C(C(O)C1=CC=C(C=C1)OCC1=CC=CC=C1)(C)OC1=CC=CC=C1)=O (3-(4-Benzyloxyphenyl)-3-hydroxy-2-phenoxy-2-methylpropionic acid ethyl ester). The solvent is C(Cl)Cl (CH2Cl2). Reaction conditions: time 2 hour. Yields the product C(C)OC(C(CC1=CC=C(C=C1)OCC1=CC=CC=C1)(C)OC1=CC=CC=C1)=O (3-(4-benzyloxyphenyl)-2-phenoxy-2-methylpropionic acid ethyl ester). The yield is 36.1%. RXN SMILES: [CH2:1]([O:3][C:4](=[O:30])[C:5]([O:23][C:24]1[CH:29]=[CH:28][CH:27]=[CH:26][CH:25]=1)([CH3:22])[CH:6]([C:8]1[CH:13]=[CH:12][C:11]([O:14][CH2:15][C:16]2[CH:21]=[CH:20][CH:19]=[CH:18][CH:17]=2)=[CH:10][CH:9]=1)O)[CH3:2].B(F)(F)F.CCOCC.C([SiH](CC)CC)C.C([O-])([O-])=O.[Na+].[Na+]>C(Cl)Cl>[CH2:1]([O:3][C:4](=[O:30])[C:5]([O:23][C:24]1[CH:25]=[CH:26][CH:27]=[CH:28][CH:29]=1)([CH3:22])[CH2:6][C:8]1[CH:13]=[CH:12][C:11]([O:14][CH2:15][C:16]2[CH:17]=[CH:18][CH:19]=[CH:20][CH:21]=2)=[CH:10][CH:9]=1)[CH3:2] |f:1.2,4.5.6|. Procedure details: 3-(4-Benzyloxyphenyl)-3-hydroxy-2-phenoxy-2-methylpropionic acid ethyl ester (3.84 g, 9.5 mmol) in anhydrous CH2Cl2 (30 mL) was cooled to 0° C. and treated with BF3-Et2O (1.16 mL, 9.5 mmol) and triethylsilane (1.51 mL, 9.5 mmol). The mixture was stirred for 2 h and gradually warmed to ambient temperature. Saturated aqueous Na2CO3 (15 mL) was added and the mixture was stirred vigorously. The solution was partitioned and the organic layer was washed twice with water and brine, dried over Na2SO4, a... Starting materials: [Na] (sodium), ice, [Na] (sodium), C(C)OP(=O)(OCC)CC(=O)OCC (ethyl diethylphosphonoacetate), CC1CC(CC(C1)C)=O (3,5-dimethyl-cyclohexanone). Solvent: C1(=CC=CC=C1)C (toluene), C1(=CC=CC=C1)C (toluene). Run at temperature 20 celsius, time 2 day. Product: CC1CC(CC(C1)C)=CC(=O)OCC (Ethyl 3,5-dimethyl-cyclohexylideneacetate). As a reaction SMILES: [Na].C(OP([CH2:10][C:11]([O:13][CH2:14][CH3:15])=[O:12])(OCC)=O)C.[CH3:16][CH:17]1[CH2:22][CH:21]([CH3:23])[CH2:20][C:19](=O)[CH2:18]1>C1(C)C=CC=CC=1>[CH3:16][CH:17]1[CH2:22][CH:21]([CH3:23])[CH2:20][C:19](=[CH:10][C:11]([O:13][CH2:14][CH3:15])=[O:12])[CH2:18]1 |^1:0|. Procedure: 85 g of dry toluene are added to a round flask which is fitted with a stirrer, thermometer, dropping funnel and reflux condenser. Under a nitrogen atmosphere there are now introduced 17.2 g of sodium in small portions and the mixture is heated to boiling. After dissolution of the sodium (after about 3 hours), the mixture is cooled to 20° C. and there is slowly added dropwise thereto (during about 11/2 hours) a mixture of 219 g of ethyl diethylphosphonoacetate, 95 g of 3,5-dimethyl-cyclohexanone ... The reactants are Cl, COC(=O)CCCCCCC(=NOCc1ccc(OCc2nc(-c3ccccc3)oc2C)cc1)c1ccc(F)cc1, [Li+], C1CCOC1, [OH-], O. Product: Cc1oc(-c2ccccc2)nc1COc1ccc(CON=C(CCCCCCC(=O)O)c2ccc(F)cc2)cc1. Reaction SMILES: [ClH:45].[F:4][c:5]1[cH:6][cH:7][c:8]([C:11]([CH2:12][CH2:13][CH2:14][CH2:15][CH2:16][CH2:17][C:18](=[O:19])[O:20][CH3:21])=[N:22][O:23][CH2:24][c:25]2[cH:26][cH:27][c:28]([O:31][CH2:32][c:33]3[n:34][c:35](-[c:39]4[cH:40][cH:41][cH:42][cH:43][cH:44]4)[o:36][c:37]3[CH3:38])[cH:29][cH:30]2)[cH:9][cH:10]1.[Li+:3].[O:46]1[CH2:47][CH2:48][CH2:49][CH2:50]1.[OH-:2].[OH2:1]>>[F:4][c:5]1[cH:6][cH:7][c:8]([C:11]([CH2:12][CH2:13][CH2:14][CH2:15][CH2:16][CH2:17][C:18](=[O:19])[OH:20])=[N:22][O:23][CH2:24][c:25]2[cH:26][cH:27][c:28]([O:31][CH2:32][c:33]3[n:34][c:35](-[c:39]4[cH:40][cH:41][cH:42][cH:43][cH:44]4)[o:36][c:37]3[CH3:38])[cH:29][cH:30]2)[cH:9][cH:10]1. Reactants: O=C(O)c1ccc(Br)c(Cl)c1, Cc1cnc(N2CCNCC2)c(C)c1, Cl. Yields the product Cc1cnc(N2CCN(C(=O)c3ccc(Br)c(Cl)c3)CC2)c(C)c1. As a reaction SMILES: [Br:1][c:2]1[c:3]([Cl:11])[cH:4][c:5]([C:6](=[O:7])[OH:8])[cH:9][cH:10]1.[CH3:13][c:14]1[c:15]([N:21]2[CH2:22][CH2:23][NH:24][CH2:25][CH2:26]2)[n:16][cH:17][c:18]([CH3:20])[cH:19]1.[ClH:12]>>[Br:1][c:2]1[c:3]([Cl:11])[cH:4][c:5]([C:6](=[O:8])[N:24]2[CH2:23][CH2:22][N:21]([c:15]3[c:14]([CH3:13])[cH:19][c:18]([CH3:20])[cH:17][n:16]3)[CH2:26][CH2:25]2)[cH:9][cH:10]1.